This data is from the Open Reaction Database (ORD), a public repository of structured organic reaction records. The task is: describe an organic reaction: reactants, conditions, products, and yield Product: OC(CNC(=O)C=1N(N=C(C1)NCC=1C(=NOC1C)C1=CC=C(C=C1)F)C)(C)C (5-{[3-(4-Fluoro-phenyl)-5-methyl-isoxazol-4-ylmethyl]-amino}-2-methyl-2H-pyrazole-3-carboxylic acid (2-hydroxy-2-methyl-propyl)-amide). The yield is 15.3%. Procedure details: To a solution of 5-{[3-(4-fluoro-phenyl)-5-methyl-isoxazol-4-ylmethyl]-amino}-2-methyl-2H-pyrazole-3-carboxylic acid (0.212 mmol) in DMF (5 mL) was added 1-hydroxybenzotriazole hydrate (0.318 mmol), N-ethyldiisopropylamine (0.848 mmol), N-(3-dimethylaminopropyl)-N′-ethylcarbodiimidazole hydrochloride (0.318 mmol) and 2-hydroxy-2-methylpropylamine (0.318 mmol) and the resulting mixture stirred overnight at room temperature. The reaction mixture was then poured into aqueous sodium chloride (satura... Run in CN(C)C=O (DMF). As a reaction SMILES: [F:1][C:2]1[CH:7]=[CH:6][C:5]([C:8]2[C:12]([CH2:13][NH:14][C:15]3[CH:16]=[C:17]([C:21]([OH:23])=O)[N:18]([CH3:20])[N:19]=3)=[C:11]([CH3:24])[O:10][N:9]=2)=[CH:4][CH:3]=1.O.ON1C2C=CC=CC=2N=N1.C(N(C(C)C)C(C)C)C.[OH:45][C:46]([CH3:50])([CH3:49])[CH2:47][NH2:48].[Cl-].[Na+]>CN(C=O)C>[OH:45][C:46]([CH3:50])([CH3:49])[CH2:47][NH:48][C:21]([C:17]1[N:18]([CH3:20])[N:19]=[C:15]([NH:14][CH2:13][C:12]2[C:8]([C:5]3[CH:6]=[CH:7][C:2]([F:1])=[CH:3][CH:4]=3)=[N:9][O:10][C:11]=2[CH3:24])[CH:16]=1)=[O:23] |f:1.2,5.6|. Starting materials: FC1=CC=C(C=C1)C1=NOC(=C1CNC=1C=C(N(N1)C)C(=O)O)C (5-{[3-(4-fluoro-phenyl)-5-methyl-isoxazol-4-ylmethyl]-amino}-2-methyl-2H-pyrazole-3-carboxylic acid), O.ON1N=NC2=C1C=CC=C2 (1-hydroxybenzotriazole hydrate), C(C)N(C(C)C)C(C)C (N-ethyldiisopropylamine), N-(3-dimethylaminopropyl)-N′-ethylcarbodiimidazole hydrochloride, OC(CN)(C)C (2-hydroxy-2-methylpropylamine), [Cl-].[Na+] (sodium chloride). Conditions: time 8 hour. Reactants: CCOC(=O)C (EtOAc), FC(CS(=O)(=O)NC1=CC=C(C=C1)OC1=C(C(=CC2=CC(=CC=C12)OC)C)C1=CC=CC=C1)(F)F (2,2,2-trifluoro-N-{4-[(6-methoxy-3-methyl-2-phenyl-1-naphthalenyl)oxy]phenyl}ethanesulfonamide), ice, B(Br)(Br)Br (BBr3). Run in C(Cl)Cl (CH2Cl2). Run at time 1 minute. The product is FC(CS(=O)(=O)NC1=CC=C(C=C1)OC1=C(C(=CC2=CC(=CC=C12)O)C)C1=CC=CC=C1)(F)F (2,2,2-trifluoro-N-{4-[(6-hydroxy-3-methyl-2-phenyl-1-naphthalenyl)oxy]phenyl}ethanesulfonamide). RXN SMILES: [F:1][C:2]([F:35])([F:34])[CH2:3][S:4]([NH:7][C:8]1[CH:13]=[CH:12][C:11]([O:14][C:15]2[C:24]3[C:19](=[CH:20][C:21]([O:25]C)=[CH:22][CH:23]=3)[CH:18]=[C:17]([CH3:27])[C:16]=2[C:28]2[CH:33]=[CH:32][CH:31]=[CH:30][CH:29]=2)=[CH:10][CH:9]=1)(=[O:6])=[O:5].B(Br)(Br)Br.CCOC(C)=O>C(Cl)Cl>[F:35][C:2]([F:1])([F:34])[CH2:3][S:4]([NH:7][C:8]1[CH:13]=[CH:12][C:11]([O:14][C:15]2[C:24]3[C:19](=[CH:20][C:21]([OH:25])=[CH:22][CH:23]=3)[CH:18]=[C:17]([CH3:27])[C:16]=2[C:28]2[CH:29]=[CH:30][CH:31]=[CH:32][CH:33]=2)=[CH:10][CH:9]=1)(=[O:5])=[O:6]. Procedure details: To a stirring solution of 273 (0.14 g, 0.31 mmol) in CH2Cl2 (6 mL), chilled to −20° C. under N2, was added BBr3 (0.24 g, 0.94 mmol) dropwise, via syringe, over 1 minute. After 90 min at −20° C. the r×n was poured over 50 g ice followed by EtOAc (50 mL). The EtOAC layer was washed with brine (50 mL), dried (Na2SO4) and concentrated to a viscous yellow oil that was purified by column chromatography using a gradient of 100% CH2Cl2 to 1% MeOH: CH2Cl2 to yield a foam. The foam was crystallized from E... Reactants: C(#N)C=1SC2=C(N1)C=CC(=C2)O (2-cyano-6-hydroxybenzothiazole), C([O-])([O-])=O.[K+].[K+] (potassium carbonate), FC(C1=C(CBr)C=CC=C1)(F)F (2-(trifluoromethyl)benzyl bromide). Solvent: CC(=O)C (acetone). Conditions: time 5 hour. Product: C(#N)C=1SC2=C(N1)C=CC(=C2)OCC2=C(C=CC=C2)C(F)(F)F (2-cyano-6-(2-trifluoromethylbenzyloxy)benzothiazole). The yield is 77.9%. As a reaction SMILES: [C:1]([C:3]1[S:4][C:5]2[CH:11]=[C:10]([OH:12])[CH:9]=[CH:8][C:6]=2[N:7]=1)#[N:2].C(=O)([O-])[O-].[K+].[K+].[F:19][C:20]([F:30])([F:29])[C:21]1[CH:28]=[CH:27][CH:26]=[CH:25][C:22]=1[CH2:23]Br>CC(C)=O>[C:1]([C:3]1[S:4][C:5]2[CH:11]=[C:10]([O:12][CH2:23][C:22]3[CH:25]=[CH:26][CH:27]=[CH:28][C:21]=3[C:20]([F:19])([F:29])[F:30])[CH:9]=[CH:8][C:6]=2[N:7]=1)#[N:2] |f:1.2.3|. Procedure: To a solution of 2-cyano-6-hydroxybenzothiazole (100 mg, 0.568 mmol) in 10 mL of acetone was added potassium carbonate (157 mg, 1.14 mmol), followed by 2-(trifluoromethyl)benzyl bromide (204 mg, 0.852 mmol). The mixture was then stirred at RT for about 5 hrs. The solvent was then removed under reduced pressure and the residue was dissolved in dichloromethane. The resultant solution was then extracted with dichloromethane. The organic phase was dried over sodium sulfate and purified by flash chro... Starting materials: C1(=CC=C(C=C1)C(=CCO)C1=CC=C(C=C1)C1=CC=CC=C1)C1=CC=CC=C1 (3,3-bis-biphenyl-4-yl-prop-2-en-1-ol), C(CCC)P(CCCC)CCCC (tributylphosphine), C(C)OC([C@H](CC1=CC=C(C=C1)O)OCC)=O ((2S)-2-ethoxy-3-(4-hydroxy-phenyl)-propionic acid ethyl ester), azodicarboxylic dipiperidide. Yields the product C(C)OC([C@H](CC1=CC=C(C=C1)OCC=C(C1=CC=C(C=C1)C1=CC=CC=C1)C1=CC=C(C=C1)C1=CC=CC=C1)OCC)=O ((2S)-3-[4-(3,3-Bis-biphenyl-4-yl-allyloxy)-phenyl]-2-ethoxy-propionic acid ethyl ester). Yield: 76.4%. RXN SMILES: [C:1]1([C:23]2[CH:28]=[CH:27][CH:26]=[CH:25][CH:24]=2)[CH:6]=[CH:5][C:4]([C:7]([C:11]2[CH:16]=[CH:15][C:14]([C:17]3[CH:22]=[CH:21][CH:20]=[CH:19][CH:18]=3)=[CH:13][CH:12]=2)=[CH:8][CH2:9][OH:10])=[CH:3][CH:2]=1.C(P(CCCC)CCCC)CCC.[CH2:42]([O:44][C:45](=[O:58])[C@@H:46]([O:55][CH2:56][CH3:57])[CH2:47][C:48]1[CH:53]=[CH:52][C:51](O)=[CH:50][CH:49]=1)[CH3:43]>>[CH2:42]([O:44][C:45](=[O:58])[C@@H:46]([O:55][CH2:56][CH3:57])[CH2:47][C:48]1[CH:53]=[CH:52][C:51]([O:10][CH2:9][CH:8]=[C:7]([C:4]2[CH:3]=[CH:2][C:1]([C:23]3[CH:24]=[CH:25][CH:26]=[CH:27][CH:28]=3)=[CH:6][CH:5]=2)[C:11]2[CH:16]=[CH:15][C:14]([C:17]3[CH:22]=[CH:21][CH:20]=[CH:19][CH:18]=3)=[CH:13][CH:12]=2)=[CH:50][CH:49]=1)[CH3:43]. Reported procedure: Reaction of 3,3-bis-biphenyl-4-yl-prop-2-en-1-ol (363 mg, 1.0 mmol), tributylphosphine (303 mg, 1.5 mmol), (2S)-2-ethoxy-3-(4-hydroxy-phenyl)-propionic acid ethyl ester (262 mg, 1.1 mmol) and azodicarboxylic dipiperidide (378 mg, 1.5 mmol) in an identical manner to example 3 gave the title compound (445 mg, 76%) containing 0.8 equivalents of ethyl acetate. The reactants are [N+](=O)([O-])C=1C=C2C(N(S(=O)(=O)C2=CC1)C(C1=CC=CC=C1)SC1=NN=NN1)=O (5-nitro-2-(1-phenyl-1H-tetrazol-5-ylthiomethyl) saccharin). The reagents and catalysts are [Pd] (palladium-on-charcoal). Run in C1CCOC1 (THF). Reaction conditions: time 2.5 day. The product is NC=1C=C2C(NS(=O)(=O)C2=CC1)=O (5-aminosaccharin). As a reaction SMILES: [N+:1]([C:4]1[CH:5]=[C:6]2[C:12](=[CH:13][CH:14]=1)[S:9](=[O:11])(=[O:10])[N:8](C(SC1NN=NN=1)C1C=CC=CC=1)[C:7]2=[O:28])([O-])=O>C1COCC1.[Pd]>[NH2:1][C:4]1[CH:5]=[C:6]2[C:12](=[CH:13][CH:14]=1)[S:9](=[O:11])(=[O:10])[NH:8][C:7]2=[O:28]. Procedure: 5-Nitro-2-(1-phenyl-1H-tetrazol-5-ylthiomethyl)saccharin (4 g, 9.56 mmol) (Example 11) was dissolved in THF (250 ml) and placed in a Parr shaker bottle. Two spatulas of 10% palladium-on-charcoal catalyst were added under nitrogen, and the mixture was shaken under hydrogen (55 psi) for 2.5 days. The reaction mixture was filtered through Celite diatomaceous earth and filtrate mixed with water and extracted with MDC. The organic layer was dried (Na2SO4), freed of solvent under vacuum, and the resul... The reactants are CC1=C(C2=CC=CC=C2C=C1)O (2-methyl-α-naphthol), P(OC1=CC=CC=C1)(OC1=CC=CC=C1)OC1=CC=CC=C1 (triphenyl phosphite), C(C)N (ethylamine). Product: CC1=C(C2=CC=CC=C2C=C1)NCC (2-methyl-N-ethyl-α-naphthylamine). Isolated yield 85.0%. As a reaction SMILES: [CH3:1][C:2]1[CH:11]=[CH:10][C:9]2[C:4](=[CH:5][CH:6]=[CH:7][CH:8]=2)[C:3]=1O.P(OC1C=CC=CC=1)(OC1C=CC=CC=1)OC1C=CC=CC=1.[CH2:35]([NH2:37])[CH3:36]>>[CH3:1][C:2]1[CH:11]=[CH:10][C:9]2[C:4](=[CH:5][CH:6]=[CH:7][CH:8]=2)[C:3]=1[NH:37][CH2:35][CH3:36]. Procedure: 316 parts of 2-methyl-α-naphthol, 10 parts of triphenyl phosphite and 115 parts of ethylamine gas are heated for 20 hours at 230° C in a pressure autoclave. The further working up is carried out as described in Example 3. 315 parts of 2-methyl-N-ethyl-α-naphthylamine, boiling at 120° - 125° C/0.3 mm Hg (nD25 = 1.6145) are obtained, corresponding to a yield of 85% of theory. Starting materials: C(C)(C)(C)OC(=O)N1CCN(CC1)[C@@H]1CC[C@H](CC1)N1C(NC2=C1C=CC=C2)=O (trans-1,3-dihydro-1-{4-[4-(tert-butyloxycarbonyl)piperazin-1-yl]-1-cyclohexyl}-2H-benzimidazol-2-one), [OH-].[Na+] (NaOH). The solvent is Cl (HCl). The product is N1(CCNCC1)[C@@H]1CC[C@H](CC1)N1C(NC2=C1C=CC=C2)=O (trans-1,3-dihydro-1-{4-(1-piperazinyl)-1-cyclohexyl}-2H-benzimidazol-2-one). The yield is 71.8%. As a reaction SMILES: C(OC([N:8]1[CH2:13][CH2:12][N:11]([C@H:14]2[CH2:19][CH2:18][C@H:17]([N:20]3[C:24]4[CH:25]=[CH:26][CH:27]=[CH:28][C:23]=4[NH:22][C:21]3=[O:29])[CH2:16][CH2:15]2)[CH2:10][CH2:9]1)=O)(C)(C)C.[OH-].[Na+]>Cl>[N:11]1([C@H:14]2[CH2:19][CH2:18][C@H:17]([N:20]3[C:24]4[CH:25]=[CH:26][CH:27]=[CH:28][C:23]=4[NH:22][C:21]3=[O:29])[CH2:16][CH2:15]2)[CH2:10][CH2:9][NH:8][CH2:13][CH2:12]1 |f:1.2|. Reported procedure: A stirred solution of 0.52 g of trans-1,3-dihydro-1-{4-[4-(tert-butyloxycarbonyl)piperazin-1-yl]-1-cyclohexyl}-2H-benzimidazol-2-one in 15 mL of 1N HCl was heated to reflux for 1 h, cooled, basified to pH 10 with 6N NaOH and extracted 2×50 mL of CHCl3. The combined extracts were dried over MgSO4 and concentrated under reduced pressure. After drying overnight under vacuum, there was obtained 0.28 g of trans-1,3-dihydro-1-{4-(1-piperazinyl)-1-cyclohexyl}-2H-benzimidazol-2-one as a white solid: 1H ... Starting materials: O1C(=CC=C1)C1=NC(=NC(=C1I)S(=O)C)N (4-furan-2-yl-5-iodo-6-methanesulfinyl-pyrimidin-2-yl-amine), C1(=CC=CC=C1)O (phenol), C1CCC2=NCCCN2CC1 (DBU). As a reaction SMILES: [O:1]1[CH:5]=[CH:4][CH:3]=[C:2]1[C:6]1[C:11]([I:12])=[C:10](S(C)=O)[N:9]=[C:8]([NH2:16])[N:7]=1.[C:17]1([OH:23])[CH:22]=[CH:21][CH:20]=[CH:19][CH:18]=1.C1CCN2C(=NCCC2)CC1>C1COCC1>[O:1]1[CH:5]=[CH:4][CH:3]=[C:2]1[C:6]1[C:11]([I:12])=[C:10]([O:23][C:17]2[CH:22]=[CH:21][CH:20]=[CH:19][CH:18]=2)[N:9]=[C:8]([NH2:16])[N:7]=1. Product: O1C(=CC=C1)C1=NC(=NC(=C1I)OC1=CC=CC=C1)N (4-Furan-2-yl-5-iodo-6-phenoxy-pyrimidin-2-ylamine). The solvent is C1CCOC1 (THF). Reported procedure: From 4-furan-2-yl-5-iodo-6-methanesulfinyl-pyrimidin-2-yl-amine, phenol and DBU in THF. ES-MS m/e (%): 380 (M+H+, 100). Reactants: C(C)N=C=O (Ethyl isocyanate), CS(=O)(=O)C1=CC=C(C=C1)C1=C(N=C(S1)N)C (5-(4-Methanesulfonyl-phenyl)-4-methyl-thiazol-2-ylamine). The solvent is CN(C=O)C (dimethylformamide). Reaction conditions: temperature 85 celsius. Yields the product C(C)NC(=O)NC=1SC(=C(N1)C)C1=CC=C(C=C1)S(=O)(=O)C (1-Ethyl-3-[5-(4-methanesulfonyl-phenyl)-4-methyl-thiazol-2-yl]-urea). RXN SMILES: [CH2:1]([N:3]=[C:4]=[O:5])[CH3:2].[CH3:6][S:7]([C:10]1[CH:15]=[CH:14][C:13]([C:16]2[S:20][C:19]([NH2:21])=[N:18][C:17]=2[CH3:22])=[CH:12][CH:11]=1)(=[O:9])=[O:8]>CN(C)C=O>[CH2:1]([NH:3][C:4]([NH:21][C:19]1[S:20][C:16]([C:13]2[CH:12]=[CH:11][C:10]([S:7]([CH3:6])(=[O:9])=[O:8])=[CH:15][CH:14]=2)=[C:17]([CH3:22])[N:18]=1)=[O:5])[CH3:2]. Procedure details: Ethyl isocyanate (0.09 ml, 1.1 mmol) is added to a stirred solution of 5-(4-methanesulfonyl-phenyl)-4-methyl-thiazol-2-ylamine (Example 58) (0.10 g, 0.37 mmol) in dimethylformamide (1.0 ml). The mixture is heated at 85° C. for 90 minutes followed by removal of the solvent. The residue is crystallised from ethyl acetate-methanol to afford the title compound. MH+ 340.0.